This data is from the Open Reaction Database (ORD), a public repository of structured organic reaction records. The task is: describe an organic reaction: reactants, conditions, products, and yield Reactants: O=C(O)C(=O)O, [BH3-]C#N, CC(N)C(=O)OC(C)(C)C, CCOC(=O)C(=O)CCCCC1CCN(C(=O)OCc2ccccc2)CC1, CC(=O)[O-], CCO, CC(=O)O, [Na+], [Na+], O. Product: CCOC(=O)C(CCCCC1CCN(C(=O)OCc2ccccc2)CC1)NC(C)C(=O)OC(C)(C)C. Reaction SMILES: [C:1]([OH:2])(=[O:3])[C:4]([OH:5])=[O:6].[C:49]([BH3-:50])#[N:51].[C:7]([CH3:8])([CH3:9])([CH3:10])[O:11][C:12]([CH:13]([NH2:14])[CH3:15])=[O:16].[CH2:17]([c:18]1[cH:19][cH:20][cH:21][cH:22][cH:23]1)[O:24][C:25](=[O:26])[N:27]1[CH2:28][CH2:29][CH:30]([CH2:33][CH2:34][CH2:35][CH2:36][C:37]([C:38](=[O:39])[O:40][CH2:41][CH3:42])=[O:43])[CH2:31][CH2:32]1.[CH3:45][C:46](=[O:47])[O-:48].[CH3:53][CH2:54][OH:55].[CH3:57][C:58](=[O:59])[OH:60].[Na+:44].[Na+:52].[OH2:56]>>[C:7]([CH3:8])([CH3:9])([CH3:10])[O:11][C:12]([CH:13]([NH:14][CH:37]([CH2:36][CH2:35][CH2:34][CH2:33][CH:30]1[CH2:29][CH2:28][N:27]([C:25]([O:24][CH2:17][c:18]2[cH:19][cH:20][cH:21][cH:22][cH:23]2)=[O:26])[CH2:32][CH2:31]1)[C:38](=[O:39])[O:40][CH2:41][CH3:42])[CH3:15])=[O:16]. Reactants: Cc1nc(-c2cccc(C(F)(F)F)c2)ccc1CO, ClCCl, O=[Mn]=O. The product is Cc1nc(-c2cccc(C(F)(F)F)c2)ccc1C=O. As a reaction SMILES: [CH3:1][c:2]1[n:3][c:4](-[c:10]2[cH:11][c:12]([C:16]([F:17])([F:18])[F:19])[cH:13][cH:14][cH:15]2)[cH:5][cH:6][c:7]1[CH2:8][OH:9].[Cl:20][CH2:21][Cl:22].[O:23]=[Mn:24]=[O:25]>>[CH3:1][c:2]1[n:3][c:4](-[c:10]2[cH:11][c:12]([C:16]([F:17])([F:18])[F:19])[cH:13][cH:14][cH:15]2)[cH:5][cH:6][c:7]1[CH:8]=[O:9]. Reactants: CCCN=C=O, COc1ccc2[nH]cc(CCN)c2c1, Cl, c1ccncc1. Yields the product CCCNC(=O)NCCc1c[nH]c2ccc(OC)cc12. RXN SMILES: [CH2:1]([CH2:2][CH3:3])[N:4]=[C:5]=[O:6].[CH3:7][O:8][c:9]1[cH:10][cH:11][c:12]2[nH:13][cH:14][c:15]([CH2:16][CH2:17][NH2:18])[c:19]2[cH:20]1.[ClH:21].[cH:22]1[cH:23][cH:24][n:25][cH:26][cH:27]1>>[CH2:1]([CH2:2][CH3:3])[NH:4][C:5](=[O:6])[NH:18][CH2:17][CH2:16][c:15]1[cH:14][nH:13][c:12]2[cH:11][cH:10][c:9]([O:8][CH3:7])[cH:20][c:19]21. The reactants are O=C1CCC(=O)N1Br, CC(=O)O, Cc1cscc1Nc1nc2cc(F)c(F)cc2[nH]1, O=C(O)C(F)(F)F. The product is Cc1csc(Br)c1Nc1nc2cc(F)c(F)cc2[nH]1. Reaction SMILES: [Br:1][N:2]1[C:3](=[O:4])[CH2:5][CH2:6][C:7]1=[O:8].[CH3:34][C:35](=[O:36])[OH:37].[F:16][c:17]1[cH:18][c:19]2[c:20]([nH:21][c:22]([NH:24][c:25]3[cH:26][s:27][cH:28][c:29]3[CH3:30])[n:23]2)[cH:31][c:32]1[F:33].[F:9][C:10]([F:11])([F:12])[C:13]([OH:14])=[O:15]>>[Br:1][c:26]1[c:25]([NH:24][c:22]2[nH:21][c:20]3[c:19]([cH:18][c:17]([F:16])[c:32]([F:33])[cH:31]3)[n:23]2)[c:29]([CH3:30])[cH:28][s:27]1. Reactants: CC1(OCCO1)C1=CC=C(O1)CN1N=CC(=C1)N (1-[5-(2-methyl-[1,3]dioxolan-2-yl)-furan-2-ylmethyl]-1H-pyrazol-4-ylamine), C(C)(C)(C)OC(=O)NCC=1OC(=C(N1)C(=O)O)C1=CC=CC=C1 (2-(tert-butoxycarbonylamino-methyl)-5-phenyl-oxazole-4-carboxylic acid). The product is C(C)(C)(C)OC(NCC=1OC(=C(N1)C(NC=1C=NN(C1)CC=1OC(=CC1)C(C)=O)=O)C1=CC=CC=C1)=O ({4-[1-(5-Acetyl-furan-2-ylmethyl)-1H-pyrazol-4-ylcarbamoyl]-5-phenyl-oxazol-2-yl methyl}-carbamic acid tert-butyl ester). As a reaction SMILES: [CH3:1][C:2]1([C:7]2[O:11][C:10]([CH2:12][N:13]3[CH:17]=[C:16]([NH2:18])[CH:15]=[N:14]3)=[CH:9][CH:8]=2)[O:6]CCO1.[C:19]([O:23][C:24]([NH:26][CH2:27][C:28]1[O:29][C:30]([C:36]2[CH:41]=[CH:40][CH:39]=[CH:38][CH:37]=2)=[C:31]([C:33](O)=[O:34])[N:32]=1)=[O:25])([CH3:22])([CH3:21])[CH3:20]>>[C:19]([O:23][C:24](=[O:25])[NH:26][CH2:27][C:28]1[O:29][C:30]([C:36]2[CH:37]=[CH:38][CH:39]=[CH:40][CH:41]=2)=[C:31]([C:33](=[O:34])[NH:18][C:16]2[CH:15]=[N:14][N:13]([CH2:12][C:10]3[O:11][C:7]([C:2](=[O:6])[CH3:1])=[CH:8][CH:9]=3)[CH:17]=2)[N:32]=1)([CH3:22])([CH3:20])[CH3:21]. Procedure: Following general procedure B, starting from 1-[5-(2-methyl-[1,3]dioxolan-2-yl)-furan-2-ylmethyl]-1H-pyrazol-4-ylamine and 2-(tert-butoxycarbonylamino-methyl)-5-phenyl-oxazole-4-carboxylic acid. LC-MS-conditions 02: tR=1.01 min; [M+H]+=506.44. Starting materials: CCOC=O, NCCCCCO. Product: O=CNCCCCCO. As a reaction SMILES: [CH:8](=[O:9])[O:10][CH2:11][CH3:12].[NH2:1][CH2:2][CH2:3][CH2:4][CH2:5][CH2:6][OH:7]>>[NH:1]([CH2:2][CH2:3][CH2:4][CH2:5][CH2:6][OH:7])[CH:8]=[O:9]. Starting materials: ClC1=NC=CC=C1F (2-chloro-3-fluoropyridine), CN1CCNCC1 (N-methyl piperazine). Run in C(CCC)O (n-butanol). Product: CN1CCN(CC1)C1=NC=CC=C1F (1-Methyl-4-(3-fluoro-2-pyridinyl)piperazine). As a reaction SMILES: Cl[C:2]1[C:7]([F:8])=[CH:6][CH:5]=[CH:4][N:3]=1.[CH3:9][N:10]1[CH2:15][CH2:14][NH:13][CH2:12][CH2:11]1>C(O)CCC>[CH3:9][N:10]1[CH2:15][CH2:14][N:13]([C:2]2[C:7]([F:8])=[CH:6][CH:5]=[CH:4][N:3]=2)[CH2:12][CH2:11]1. Reported procedure: A solution of 2-chloro-3-fluoropyridine (1.0 g, 8.5 mmol) and N-methyl piperazine (4.26 g, 42.5 mmol) in n-butanol, 50 ml, is stirred at reflux for 18 hours. After concentrating under reduced pressure at 50° C., the residue is partitioned between ethyl ether and 50% NaOH solution. The ethyl ether extract is washed with a saturated sodium chloride solution, dried over Na2SO4, filtered and concentrated under reduced pressure. The oily product is converted to the hydrogen fumarate salt, mp 148°-149... Starting materials: C(C)(C)(C)OC(NC(C)C1=NC2=C(N1C1=CC(=CC(=C1)F)F)C=C(C=C2F)F)=O (tert-butyl-1-(1-(3,5-difluorophenyl)-4,6-difluoro-1H-benzo[d]imidazol-2-yl)ethylcarbamate), C([O-])(O)=O.[Na+] (sodium bicarbonate). Run in Cl (HCl). Product: FC=1C=C(C=C(C1)F)N1C(=NC2=C1C=C(C=C2F)F)C(C)N (1-(1-(3,5-difluorophenyl)-4,6-difluoro-1H-benzo[d]imidazol-2-yl]-ethanamine). As a reaction SMILES: C(OC(=O)[NH:7][CH:8]([C:10]1[N:14]([C:15]2[CH:20]=[C:19]([F:21])[CH:18]=[C:17]([F:22])[CH:16]=2)[C:13]2[CH:23]=[C:24]([F:28])[CH:25]=[C:26]([F:27])[C:12]=2[N:11]=1)[CH3:9])(C)(C)C.C(=O)(O)[O-].[Na+]>Cl>[F:21][C:19]1[CH:20]=[C:15]([N:14]2[C:13]3[CH:23]=[C:24]([F:28])[CH:25]=[C:26]([F:27])[C:12]=3[N:11]=[C:10]2[CH:8]([NH2:7])[CH3:9])[CH:16]=[C:17]([F:22])[CH:18]=1 |f:1.2|. Procedure: A solution of tert-butyl-1-(1-(3,5-difluorophenyl)-4,6-difluoro-1H-benzo[d]imidazol-2-yl)ethylcarbamate (0.4 g) was stirred in 2 N HCl (4 mL) at 120° C. for 4 h. The reaction mixture was cooled to rt and basified with satd. sodium bicarbonate solution (20 mL). The organic layer was extracted with EtOAc, dried over sodium sulfate and concentrated in vacuo to provide 1-(1-(3,5-difluorophenyl)-4,6-difluoro-1H-benzo[d]imidazol-2-yl]-ethanamine. The crude product was carried on without further purifi... The reactants are ClC=1C=C(C=CC1)C(CNC1=C(C(NC=C1)=O)C=1NC2=C(N1)C(=CC(=C2)C(=O)N)C)O ((±)-2-{4-[2-(3-Chloro-phenyl)-2-hydroxy-ethylamino]-2-oxo-1,2-dihydro-pyridin-3-yl}-7-methyl-3H-benzimidazole-5-carboxylic acid amide). Solvent: C1CCOC1 (THF). Conditions: time 10 hour. Yields the product NCC=1C=C(C2=C(NC(=N2)C=2C(NC=CC2NCC(O)C2=CC(=CC=C2)Cl)=O)C1)C ((±)-3-(6-Aminomethyl-4-methyl-1H-benzimidazol-2-yl)-4-[2-(3-chloro-phenyl)-2-hydroxy-ethylamino]-1H-pyridin-2-one). Yield: 59.0%. As a reaction SMILES: [Cl:1][C:2]1[CH:3]=[C:4]([CH:8]([OH:31])[CH2:9][NH:10][C:11]2[CH:16]=[CH:15][NH:14][C:13](=[O:17])[C:12]=2[C:18]2[NH:19][C:20]3[CH:26]=[C:25]([C:27]([NH2:29])=O)[CH:24]=[C:23]([CH3:30])[C:21]=3[N:22]=2)[CH:5]=[CH:6][CH:7]=1>C1COCC1>[NH2:29][CH2:27][C:25]1[CH:24]=[C:23]([CH3:30])[C:21]2[N:22]=[C:18]([C:12]3[C:13](=[O:17])[NH:14][CH:15]=[CH:16][C:11]=3[NH:10][CH2:9][CH:8]([C:4]3[CH:5]=[CH:6][CH:7]=[C:2]([Cl:1])[CH:3]=3)[OH:31])[NH:19][C:20]=2[CH:26]=1. Procedure details: To a solution of (±)-2-{4-[2-(3-Chloro-phenyl)-2-hydroxy-ethylamino]-2-oxo-1,2-dihydro-pyridin-3-yl}-7-methyl-3H-benzimidazole-5-carboxylic acid amide (20 mg, 0.046 mmol) in THF (1 mL) was added borane-tetrahydrofuran complex (1 M solution) (0.45 mL, 0.45 mmol). The reaction mixture was stirred at room temperature for 10 h and quenched with acetic acid (2 drops). After removal of most solvent, the residue was extracted with EtOAc, washed with brine, dried over Na2SO4. After concentration, the cr... Reactants: Nc1ccc2c(cnn2CCN2CCCC2)c1, O=C(O)Cc1ccc(Oc2ccccc2)cc1. The product is O=C(Cc1ccc(Oc2ccccc2)cc1)Nc1ccc2c(cnn2CCN2CCCC2)c1. RXN SMILES: [N:1]1([CH2:6][CH2:7][n:8]2[n:9][cH:10][c:11]3[cH:12][c:13]([NH2:17])[cH:14][cH:15][c:16]23)[CH2:2][CH2:3][CH2:4][CH2:5]1.[O:18]([c:19]1[cH:20][cH:21][cH:22][cH:23][cH:24]1)[c:25]1[cH:26][cH:27][c:28]([CH2:31][C:32](=[O:33])[OH:34])[cH:29][cH:30]1>>[N:1]1([CH2:6][CH2:7][n:8]2[n:9][cH:10][c:11]3[cH:12][c:13]([NH:17][C:32]([CH2:31][c:28]4[cH:27][cH:26][c:25]([O:18][c:19]5[cH:20][cH:21][cH:22][cH:23][cH:24]5)[cH:30][cH:29]4)=[O:33])[cH:14][cH:15][c:16]23)[CH2:2][CH2:3][CH2:4][CH2:5]1.